Dataset: the Open Reaction Database (ORD), a public repository of structured organic reaction records. Task: describe an organic reaction: reactants, conditions, products, and yield As a reaction SMILES: [CH2:12]([CH3:13])[N:14]([C:15](=[O:16])[Cl:17])[CH2:18][CH3:19].[CH2:1]1[CH2:2][NH:3][CH2:4][CH2:5]1.[NH:6]1[CH2:7][CH:8]([OH:11])[CH2:9][CH2:10]1>>[N:6]1([C:15]([N:14]([CH2:12][CH3:13])[CH2:18][CH3:19])=[O:16])[CH2:7][CH:8]([OH:11])[CH2:9][CH2:10]1. Starting materials: CCN(CC)C(=O)Cl, C1CCNC1, OC1CCNC1. Product: CCN(CC)C(=O)N1CCC(O)C1. The reactants are BrC1=CN=C(C=2N1C=C(N2)NC(=O)C2=NC1=CC=CC=C1C=C2)N2CCOCC2 (N-(5-Bromo-8-morpholinoimidazo[1,2-a]pyrazin-2-yl)quinoline-2-carboxamide), CC1(OB(OC1(C)C)C=1C=CC(=NC1)N1CCN(CC1)C(=O)OC(C)(C)C)C (tert-butyl 4-(5-(4,4,5,5-tetramethyl-1,3,2-dioxaborolan-2-yl)pyridin-2-yl)piperazine-1-carboxylate), C(=O)([O-])[O-].[K+].[K+] (K2CO3). Product: O1CCN(CC1)C=1C=2N(C(=CN1)C=1C=CC(=NC1)N1CCN(CC1)C(=O)OC(C)(C)C)C=C(N2)NC(=O)C2=NC1=CC=CC=C1C=C2 (tert-Butyl 4-(5-(8-morpholino-2-(quinoline-2-carboxamido)imidazo[1,2-a]pyrazin-5-yl)pyridin-2-yl)piperazine-1-carboxylate). Reaction SMILES: Br[C:2]1[N:7]2[CH:8]=[C:9]([NH:11][C:12]([C:14]3[CH:23]=[CH:22][C:21]4[C:16](=[CH:17][CH:18]=[CH:19][CH:20]=4)[N:15]=3)=[O:13])[N:10]=[C:6]2[C:5]([N:24]2[CH2:29][CH2:28][O:27][CH2:26][CH2:25]2)=[N:4][CH:3]=1.CC1(C)C(C)(C)OB([C:38]2[CH:39]=[CH:40][C:41]([N:44]3[CH2:49][CH2:48][N:47]([C:50]([O:52][C:53]([CH3:56])([CH3:55])[CH3:54])=[O:51])[CH2:46][CH2:45]3)=[N:42][CH:43]=2)O1.C([O-])([O-])=O.[K+].[K+]>>[O:27]1[CH2:28][CH2:29][N:24]([C:5]2[C:6]3[N:7]([CH:8]=[C:9]([NH:11][C:12]([C:14]4[CH:23]=[CH:22][C:21]5[C:16](=[CH:17][CH:18]=[CH:19][CH:20]=5)[N:15]=4)=[O:13])[N:10]=3)[C:2]([C:38]3[CH:39]=[CH:40][C:41]([N:44]4[CH2:49][CH2:48][N:47]([C:50]([O:52][C:53]([CH3:56])([CH3:55])[CH3:54])=[O:51])[CH2:46][CH2:45]4)=[N:42][CH:43]=3)=[CH:3][N:4]=2)[CH2:25][CH2:26]1 |f:2.3.4|. Reported procedure: Compound 21d was prepared from compound 21c and tert-butyl 4-(5-(4,4,5,5-tetramethyl-1,3,2-dioxaborolan-2-yl)pyridin-2-yl)piperazine-1-carboxylate using the reaction conditions described in Example 1, Step G, and substituting K2CO3 as the base. Mass Spectrum (LCMS, ESI pos.) Calcd. For C34H37N9O4: 636.3 (M+H). Found 636.4. The reactants are CCCCOCCOc1ccc(-c2cnc3c(c2)C=C(C(=O)OC)CCCN3CCC)cc1, C1CCOC1, CO, Cl, [Na+], [OH-], O. Product: CCCCOCCOc1ccc(-c2cnc3c(c2)C=C(C(=O)O)CCCN3CCC)cc1. As a reaction SMILES: [CH2:1]([CH2:2][CH2:3][CH3:4])[O:5][CH2:6][CH2:7][O:8][c:9]1[cH:10][cH:11][c:12](-[c:15]2[cH:16][c:17]3[c:18]([n:32][cH:33]2)[N:19]([CH2:29][CH2:30][CH3:31])[CH2:20][CH2:21][CH2:22][C:23]([C:25](=[O:26])[O:27][CH3:28])=[CH:24]3)[cH:13][cH:14]1.[CH2:38]1[O:39][CH2:40][CH2:41][CH2:42]1.[CH3:43][OH:44].[ClH:37].[Na+:35].[OH-:34].[OH2:36]>>[CH2:1]([CH2:2][CH2:3][CH3:4])[O:5][CH2:6][CH2:7][O:8][c:9]1[cH:10][cH:11][c:12](-[c:15]2[cH:16][c:17]3[c:18]([n:32][cH:33]2)[N:19]([CH2:29][CH2:30][CH3:31])[CH2:20][CH2:21][CH2:22][C:23]([C:25](=[O:26])[OH:27])=[CH:24]3)[cH:13][cH:14]1.